Task: describe an organic reaction: reactants, conditions, products, and yield. Dataset: the Open Reaction Database (ORD), a public repository of structured organic reaction records Reactants: COC(=O)C1Cc2cc3c(cc2CN1C(=O)OC(C)(C)C)OC(c1ccc(OCc2ccc(Cl)c(Cl)c2)cc1)CN3, Cl, [Li+], [OH-]. Product: CC(C)(C)OC(=O)N1Cc2cc3c(cc2CC1C(=O)O)NCC(c1ccc(OCc2ccc(Cl)c(Cl)c2)cc1)O3. Reaction SMILES: [CH3:1][O:2][C:3](=[O:4])[CH:5]1[N:6]([C:35](=[O:36])[O:37][C:38]([CH3:39])([CH3:40])[CH3:41])[CH2:7][c:8]2[cH:9][c:10]3[c:15]([cH:16][c:17]2[CH2:18]1)[NH:14][CH2:13][CH:12]([c:19]1[cH:20][cH:21][c:22]([O:25][CH2:26][c:27]2[cH:28][c:29]([Cl:34])[c:30]([Cl:33])[cH:31][cH:32]2)[cH:23][cH:24]1)[O:11]3.[ClH:44].[Li+:42].[OH-:43]>>[O:2]=[C:3]([OH:4])[CH:5]1[N:6]([C:35](=[O:36])[O:37][C:38]([CH3:39])([CH3:40])[CH3:41])[CH2:7][c:8]2[cH:9][c:10]3[c:15]([cH:16][c:17]2[CH2:18]1)[NH:14][CH2:13][CH:12]([c:19]1[cH:20][cH:21][c:22]([O:25][CH2:26][c:27]2[cH:28][c:29]([Cl:34])[c:30]([Cl:33])[cH:31][cH:32]2)[cH:23][cH:24]1)[O:11]3. Starting materials: CC(C)(C)OC(=O)N1CCC(O)(c2cccc(Cl)c2Cl)C1, ClCCl, O=C(O)C(F)(F)F. Product: OC1(c2cccc(Cl)c2Cl)CCNC1. RXN SMILES: [Cl:1][c:2]1[c:3]([C:9]2([OH:21])[CH2:10][N:11]([C:14]([O:15][C:16]([CH3:17])([CH3:18])[CH3:19])=[O:20])[CH2:12][CH2:13]2)[cH:4][cH:5][cH:6][c:7]1[Cl:8].[Cl:29][CH2:30][Cl:31].[OH:22][C:23]([C:24]([F:25])([F:26])[F:27])=[O:28]>>[Cl:1][c:2]1[c:3]([C:9]2([OH:21])[CH2:10][NH:11][CH2:12][CH2:13]2)[cH:4][cH:5][cH:6][c:7]1[Cl:8]. Reaction SMILES: C([O:3][C:4](=[O:26])[C:5](=[O:25])[C:6]1[S:7][C:8]([O:11][CH2:12][CH2:13][O:14][C:15]2[CH:24]=[CH:23][C:22]3[C:17](=[CH:18][CH:19]=[CH:20][CH:21]=3)[CH:16]=2)=[CH:9][CH:10]=1)C>[OH-].[K+].CO>[CH:16]1[C:17]2[C:22](=[CH:21][CH:20]=[CH:19][CH:18]=2)[CH:23]=[CH:24][C:15]=1[O:14][CH2:13][CH2:12][O:11][C:8]1[S:7][C:6]([C:5](=[O:25])[C:4]([OH:26])=[O:3])=[CH:10][CH:9]=1 |f:1.2|. Isolated yield 90.0%. Procedure: In potassium hydroxide solution (3.1 mL) was added dropwise with stirring to a chilled solution of 5-[[2-(2-naphthalenyloxy)ethyl]oxy]-alpha-oxo-2-thiopheneacetic acid ethyl ester (1.13 g) in methanol (7 mL). Almost immediately the potassium salt precipitated from the solution as a colorless solid which was filtered off and washed with methanol. The solid was partitioned between dichloromethane (100 mL) and 0.1N hydrochloric acid (35 mL) and after all solids had dissolved, the organic layer was ... Reactants: C(C)OC(C(C=1SC(=CC1)OCCOC1=CC2=CC=CC=C2C=C1)=O)=O (5-[[2-(2-naphthalenyloxy)ethyl]oxy]-alpha-oxo-2-thiopheneacetic acid ethyl ester). Product: C1=C(C=CC2=CC=CC=C12)OCCOC1=CC=C(S1)C(C(=O)O)=O (5-[[2-(2naphthalenyloxy)ethyl]oxy]-alpha-oxo-2-thiopheneacetic acid). Run in CO (methanol), [OH-].[K+] (potassium hydroxide). The reactants are NC(=O)c1ccc(NC(=O)CCCCCCCBr)cc1, CNCCO, CS(C)=O, CC#N. Yields the product CN(CCO)CCCCCCCC(=O)Nc1ccc(C(N)=O)cc1. As a reaction SMILES: [Br:6][CH2:7][CH2:8][CH2:9][CH2:10][CH2:11][CH2:12][CH2:13][C:14](=[O:15])[NH:16][c:17]1[cH:18][cH:19][c:20]([C:21](=[O:22])[NH2:23])[cH:24][cH:25]1.[CH3:1][NH:2][CH2:3][CH2:4][OH:5].[CH3:26][S:27](=[O:28])[CH3:29].[CH3:30][C:31]#[N:32]>>[CH3:1][N:2]([CH2:3][CH2:4][OH:5])[CH2:7][CH2:8][CH2:9][CH2:10][CH2:11][CH2:12][CH2:13][C:14](=[O:15])[NH:16][c:17]1[cH:18][cH:19][c:20]([C:21](=[O:22])[NH2:23])[cH:24][cH:25]1. Reactants: C(C)OC(=O)C=1C=NC2=C(C=CC=C2C1NC1CCCC1)OC (4-cyclopentylamino-8-methoxy-quinoline-3-carboxylic acid ethyl ester), C(C)C1=CC(=CC=C1)N=C=O (1-ethyl-3-isocyanato-benzene). The product is C1(CCCC1)N1C(N(C(C=2C=NC=3C(=CC=CC3C21)OC)=O)C2=CC(=CC=C2)CC)=O (1-Cyclopentyl-3-(3-ethyl-phenyl)-7-methoxy-1H-pyrimido[5,4-c]quinoline-2,4-dione). The yield is 66.9%. Reaction SMILES: C(O[C:4]([C:6]1[CH:7]=[N:8][C:9]2[C:14]([C:15]=1[NH:16][CH:17]1[CH2:21][CH2:20][CH2:19][CH2:18]1)=[CH:13][CH:12]=[CH:11][C:10]=2[O:22][CH3:23])=[O:5])C.[CH2:24]([C:26]1[CH:31]=[CH:30][CH:29]=[C:28]([N:32]=[C:33]=[O:34])[CH:27]=1)[CH3:25]>>[CH:17]1([N:16]2[C:15]3[C:14]4[CH:13]=[CH:12][CH:11]=[C:10]([O:22][CH3:23])[C:9]=4[N:8]=[CH:7][C:6]=3[C:4](=[O:5])[N:32]([C:28]3[CH:29]=[CH:30][CH:31]=[C:26]([CH2:24][CH3:25])[CH:27]=3)[C:33]2=[O:34])[CH2:18][CH2:19][CH2:20][CH2:21]1. Reported procedure: 1-Cyclopentyl-3-(3-ethyl-phenyl)-7-methoxy-1H-pyrimido[5,4-c]quinoline-2,4-dione (89 mg) was prepared from 4-cyclopentylamino-8-methoxy-quinoline-3-carboxylic acid ethyl ester (0.32 mmol) and 1-ethyl-3-isocyanato-benzene (0.48 mmol) following general procedure C. LCMS: m/z 416 [M+1]+. The reactants are crude product, C(C)(C)(C)OC(NC1=C(C=C(C(=C1)C)Cl)N)=O ((2-amino-4-chloro-5-methyl-phenyl)-carbamic acid tert-butyl ester), C(C)(C)(C)OC(CC(=O)C1=CC(=NC=C1)C1=CC(=NC=C1)C)=O (3-(2′-methyl-[2,4′]bipyri-dinyl-4-yl)-3-oxo-propionic acid tert-butyl ester). The product is ClC=1C(=CC2=C(NC(CC(=N2)C2=CC(=NC=C2)C2=CC(=NC=C2)C)=O)C1)C (8-Chloro-7-methyl-4-(2′-methyl-[2,4′]bipyridinyl-4-yl)-1,3-dihydro-benzo[b][1,4]diazepin-2-one), solid. RXN SMILES: C(OC(=O)[NH:7][C:8]1[CH:13]=[C:12]([CH3:14])[C:11]([Cl:15])=[CH:10][C:9]=1[NH2:16])(C)(C)C.C(O[C:23](=[O:40])[CH2:24][C:25]([C:27]1[CH:32]=[CH:31][N:30]=[C:29]([C:33]2[CH:38]=[CH:37][N:36]=[C:35]([CH3:39])[CH:34]=2)[CH:28]=1)=O)(C)(C)C>>[Cl:15][C:11]1[C:12]([CH3:14])=[CH:13][C:8]2[N:7]=[C:25]([C:27]3[CH:32]=[CH:31][N:30]=[C:29]([C:33]4[CH:38]=[CH:37][N:36]=[C:35]([CH3:39])[CH:34]=4)[CH:28]=3)[CH2:24][C:23](=[O:40])[NH:16][C:9]=2[CH:10]=1. Procedure details: The title compound was prepared from (2-amino-4-chloro-5-methyl-phenyl)-carbamic acid tert-butyl ester (Example J22) (67 mg, 0.26 mmol) and 3-(2′-methyl-[2,4′]bipyri-dinyl-4-yl)-3-oxo-propionic acid tert-butyl ester (Example K59) (81 mg, 0.26 mmol) according to the general procedure M and subsequent treatment of the crude product according to the general procedure N. Obtained as a light yellow solid (69 mg).